This data is from the Open Reaction Database (ORD), a public repository of structured organic reaction records. The task is: describe an organic reaction: reactants, conditions, products, and yield Starting materials: ONC(CS(=O)(=O)C1=CC=C(C=C1)C1=CC(=CC=C1)CNC(=O)C1=NC2=CC=CC=C2C(N1)=O)C(C)C (N-[(4′-{[2-(hydroxyamino)-3-methylbutyl]sulfonyl}biphenyl-3-yl)methyl]-4-oxo-3,4-dihydroquinazoline-2-carboxamide), ClC(Cl)(OC(OC(Cl)(Cl)Cl)=O)Cl (triphosgene), N (ammonia), Example 107, C(C)(C)N(C(C)C)CC (N,N-diisopropylethylamine). Solvent: C1CCOC1 (THF), C1CCOC1 (THF). Conditions: time 2 hour. Product: NC(=O)N(C(CS(=O)(=O)C1=CC=C(C=C1)C1=CC(=CC=C1)CNC(=O)C1=NC2=CC=CC=C2C(N1)=O)C(C)C)O (N-{[4′-({2-[(aminocarbonyl)(hydroxy)amino]-3-methylbutyl}sulfonyl)biphenyl-3-yl]methyl}-4-oxo-3,4-dihydroquinazoline-2-carboxamide). The yield is 83.0%. Reaction SMILES: [OH:1][NH:2][CH:3]([CH:35]([CH3:37])[CH3:36])[CH2:4][S:5]([C:8]1[CH:13]=[CH:12][C:11]([C:14]2[CH:19]=[CH:18][CH:17]=[C:16]([CH2:20][NH:21][C:22]([C:24]3[NH:33][C:32](=[O:34])[C:31]4[C:26](=[CH:27][CH:28]=[CH:29][CH:30]=4)[N:25]=3)=[O:23])[CH:15]=2)=[CH:10][CH:9]=1)(=[O:7])=[O:6].C([N:41]([CH2:45]C)C(C)C)(C)C.ClC(Cl)([O:50]C(=O)OC(Cl)(Cl)Cl)Cl.N>C1COCC1>[NH2:41][C:45]([N:2]([OH:1])[CH:3]([CH:35]([CH3:37])[CH3:36])[CH2:4][S:5]([C:8]1[CH:9]=[CH:10][C:11]([C:14]2[CH:19]=[CH:18][CH:17]=[C:16]([CH2:20][NH:21][C:22]([C:24]3[NH:33][C:32](=[O:34])[C:31]4[C:26](=[CH:27][CH:28]=[CH:29][CH:30]=4)[N:25]=3)=[O:23])[CH:15]=2)=[CH:12][CH:13]=1)(=[O:6])=[O:7])=[O:50]. Procedure details: A suspension of N-[(4′-{[2-(hydroxyamino)-3-methylbutyl]sulfonyl}biphenyl-3-yl)methyl]-4-oxo-3,4-dihydroquinazoline-2-carboxamide obtained in Reference Example 107 (0.050 g, 0.096 mmol) and N,N-diisopropylethylamine (0.017 mL, 0.096 mmol) in THF (10 mL) was added dropwise to a suspension of triphosgene (0.0094 g, 0.032 mmol) in THF (2 mL) at 0° C., and the mixture was stirred at room temperature for 2 hr. 28% Aqueous ammonia (0.065 mL, 0.960 mmol) was added thereto, and the mixture was stirred a... Reactants: C(C1=CC=CC=C1)N1C(CN(CC1)CC1=CC=CC=C1)CC=O (1,4-dibenzyl-2-(formylmethyl)piperazine), N1CCCCC1 (piperidine). Solvent: CO (methanol). Conditions: time 30 minute. Yields the product C(C1=CC=CC=C1)N1C(CN(CC1)CC1=CC=CC=C1)CCN1CCCCC1 (1,4-Dibenzyl-2-[2-(1-piperidinyl)ethyl]piperazine). As a reaction SMILES: [CH2:1]([N:8]1[CH2:13][CH2:12][N:11]([CH2:14][C:15]2[CH:20]=[CH:19][CH:18]=[CH:17][CH:16]=2)[CH2:10][CH:9]1[CH2:21][CH:22]=O)[C:2]1[CH:7]=[CH:6][CH:5]=[CH:4][CH:3]=1.[NH:24]1[CH2:29][CH2:28][CH2:27][CH2:26][CH2:25]1>CO>[CH2:1]([N:8]1[CH2:13][CH2:12][N:11]([CH2:14][C:15]2[CH:20]=[CH:19][CH:18]=[CH:17][CH:16]=2)[CH2:10][CH:9]1[CH2:21][CH2:22][N:24]1[CH2:29][CH2:28][CH2:27][CH2:26][CH2:25]1)[C:2]1[CH:7]=[CH:6][CH:5]=[CH:4][CH:3]=1. Reported procedure: In methanol (10 mL) were dissolved 1,4-dibenzyl-2-(formylmethyl)piperazine (600 mg) and piperidine (200 mg). After stirring for 30 minutes, the solvent was concentrated under reduced pressure. The concentrate was dissolved in methanol (10 mL), followed by the addition of sodium borohydride (147 mg). The resulting mixture was stirred. Five hours later, the solvent was distilled off under reduced pressure. Chloroform was added to the residue and the mixture was washed with a saturated aqueous solu... The reactants are C(C)(C)NC(C)C (diisopropylamine), C(CCC)[Li] (n-butyllithium), C(C)(C)[N-]C(C)C.[Li+] (lithium diisopropylamide), P(=O)(OCC)(OCC)Cl (diethyl chlorophosphate), C(CCC)[Li] (n-butyllithium), CC1(CCC(C2=CC(=C(C=C12)C)C(C)=O)(C)C)C (1,1,4,4,7-pentamethyl-6-acetyl-1,2,3,4-tetrahydronapthalene), C(C)(C)NC(C)C (diisopropylamine). The solvent is O1CCCC1 (tetrahydrofuran), CCCCCC (hexane), O1CCCC1 (tetrahydrofuran), O1CCCC1 (tetrahydrofuran). Conditions: temperature -78 celsius, time 1.25 hour. Product: CC1(CCC(C2=CC(=C(C=C12)C)C#C)(C)C)C (1,1,4,4,7-Pentamethyl-6-ethynyl-1,2,3,4-tetrahydronaphthalene). Reaction SMILES: C(NC(C)C)(C)C.C([Li])CCC.[CH3:13][C:14]1([CH3:30])[C:23]2[C:18](=[CH:19][C:20]([C:25](=O)[CH3:26])=[C:21]([CH3:24])[CH:22]=2)[C:17]([CH3:29])([CH3:28])[CH2:16][CH2:15]1.P(Cl)(OCC)(OCC)=O.C([N-]C(C)C)(C)C.[Li+]>O1CCCC1.CCCCCC>[CH3:13][C:14]1([CH3:30])[C:23]2[C:18](=[CH:19][C:20]([C:25]#[CH:26])=[C:21]([CH3:24])[CH:22]=2)[C:17]([CH3:29])([CH3:28])[CH2:16][CH2:15]1 |f:4.5|. Reported procedure: To a stirred solution of 794.2 mg (7.8486 mmol) diisopropylamine in 7 ml dry tetrahydrofuran under argon at -78° C. was added dropwise 4.9 ml of 1.6M (7.84 mmol) n-butyllithium in hexane. This solution was stirred at -78° C. for 1.25 hours and then treated via a double ended needle with a solution of 1.9 g (7.7749 mmol) of 1,1,4,4,7-pentamethyl-6-acetyl-1,2,3,4-tetrahydronapthalene in 4 ml dry tetrahydrofuran. After stirring at -78° C. for 1 hour, the mixture was treated with 1.3134 g (7.6117 mm... The reactants are CC1(OCCC2=C1NC1=CC=C(C=C21)OCC2=CC=CC=C2)C (1,3,4,9-tetrahydro-1,1-dimethyl-6-(phenylmethoxy)pyrano[3,4-b]indole). Reagents/catalysts: [Pd] (Pd). Run in C(C)O (ethanol). Conditions: time 18 hour. Yields the product CC1(OCCC2=C1NC1=CC=C(C=C21)O)C (1,3,4,9-Tetrahydro-1,1-dimethyl-6-hydroxy-pyrano[3,4-b]indole). The yield is 115.1%. RXN SMILES: [CH3:1][C:2]1([CH3:23])[C:7]2[NH:8][C:9]3[C:14]([C:6]=2[CH2:5][CH2:4][O:3]1)=[CH:13][C:12]([O:15]CC1C=CC=CC=1)=[CH:11][CH:10]=3>[Pd].C(O)C>[CH3:1][C:2]1([CH3:23])[C:7]2[NH:8][C:9]3[C:14]([C:6]=2[CH2:5][CH2:4][O:3]1)=[CH:13][C:12]([OH:15])=[CH:11][CH:10]=3. Procedure: A mixture consisting of 10% Pd/c on charcoal (0.7 g), ethanol (150 mL) and 1,3,4,9-tetrahydro-1,1-dimethyl-6-(phenylmethoxy)pyrano[3,4-b]indole (4.2 g, 0.014 mol) of Step A, is hydrogenated at 30 psi for 18 hours. The reaction mixture is filtered and concentrated to give 3.5 g product which is used in the next reaction without further purification. The reactants are CC(C)(C)OC(=O)NCC(=O)O, CCN=C=NCCCN(C)C, ClCCl, Cl, CC(=O)Nc1nc(CCc2ccc(N)cc2)cs1, On1nnc2ccccc21. The product is CC(=O)Nc1nc(CCc2ccc(NC(=O)CNC(=O)OC(C)(C)C)cc2)cs1. Reaction SMILES: [C:19]([CH3:20])([CH3:21])([CH3:22])[O:23][C:24](=[O:25])[NH:26][CH2:27][C:28](=[O:29])[OH:30].[CH2:32]([N:33]=[C:34]=[N:35][CH2:36][CH2:37][CH2:38][N:39]([CH3:40])[CH3:41])[CH3:42].[Cl:53][CH2:54][Cl:55].[ClH:31].[NH2:1][c:2]1[cH:3][cH:4][c:5]([CH2:8][CH2:9][c:10]2[n:11][c:12]([NH:15][C:16]([CH3:17])=[O:18])[s:13][cH:14]2)[cH:6][cH:7]1.[OH:43][n:44]1[c:45]2[cH:46][cH:47][cH:48][cH:49][c:50]2[n:51][n:52]1>>[NH:1]([c:2]1[cH:3][cH:4][c:5]([CH2:8][CH2:9][c:10]2[n:11][c:12]([NH:15][C:16]([CH3:17])=[O:18])[s:13][cH:14]2)[cH:6][cH:7]1)[C:28]([CH2:27][NH:26][C:24]([O:23][C:19]([CH3:20])([CH3:21])[CH3:22])=[O:25])=[O:29]. The reactants are CS(=O)(=O)Cl (methanesulfonyl chloride), C(C=C)OC(=O)N1[C@@H](C[C@H](C1)O)CN1C=CN2N=CC=C21 ((2S,4R)-1-allyloxycarbonyl-4-hydroxy-2-(imidazo[1,2-b]pyrazol-1-yl)methylpyrrolidine), O (water). Solvent: C(C)(=O)OCC (ethyl acetate), C(C)(=O)OCC (ethyl acetate), C(C)N(CC)CC (triethylamine). The product is C(C=C)OC(=O)N1[C@@H](C[C@H](C1)OS(=O)(=O)C)CN1C=CN2N=CC=C21 ((2S,4R)-1-allyloxycarbonyl -2-(imidazo[1,2-b]pyrazol-1-yl)methyl-4-methanesulfonyloxypyrrolidine). RXN SMILES: [CH2:1]([O:4][C:5]([N:7]1[CH2:11][C@H:10]([OH:12])[CH2:9][C@H:8]1[CH2:13][N:14]1[C:21]2[N:17]([N:18]=[CH:19][CH:20]=2)[CH:16]=[CH:15]1)=[O:6])[CH:2]=[CH2:3].[CH3:22][S:23](Cl)(=[O:25])=[O:24].O>C(OCC)(=O)C.C(N(CC)CC)C>[CH2:1]([O:4][C:5]([N:7]1[CH2:11][C@H:10]([O:12][S:23]([CH3:22])(=[O:25])=[O:24])[CH2:9][C@H:8]1[CH2:13][N:14]1[C:21]2[N:17]([N:18]=[CH:19][CH:20]=2)[CH:16]=[CH:15]1)=[O:6])[CH:2]=[CH2:3]. Reported procedure: To a solution of (2S,4R)-1-allyloxycarbonyl-4-hydroxy-2-(imidazo[1,2-b]pyrazol-1-yl)methylpyrrolidine (3.16 g) in a mixture of ethyl acetate (60 ml) and triethylamine (2.27 ml) was dropwise added a solution of methanesulfonyl chloride (1.18 ml) in ethyl acetate (5 ml) with stirring under ice-cooling. The mixture was stirred at the same temperature for 1 hour. To the reaction mixture was added water (50 ml) with stirring and the organic layer was separated. The organic layer was washed in turn wi... The reactants are C1(=CC=CC=C1)N(C(=O)C1=CC2=C(N=C(N2C)COC)S1)CCC(=O)OC (1-methyl-2-methoxymethylthieno[2,3-d]imidazol-5-yl-carboxylic acid-N-phenyl-N-(2-methoxycarbonylethyl)amide), solution, B(Br)(Br)Br (boron tribromide), C(C)N(C(C)C)C(C)C (N-ethyldiisopropylamine), NC1=CC=C(C#N)C=C1 (4-aminobenzonitrile). Reagents/catalysts: N (ammonia). The solvent is C(Cl)Cl (methylene chloride), C(Cl)Cl.C(C)O (methylene chloride ethanol), C(Cl)Cl (methylene chloride). Reaction conditions: time 16 hour. The product is C1(=CC=CC=C1)N(C(=O)C1=CC2=C(N=C(N2C)CNC2=CC=C(C=C2)C#N)S1)CCC(=O)OC (1-Methyl-2-(N-4-cyanophenylaminomethyl)thieno[2,3-d]imidazol-5-yl-carboxylic acid-N-phenyl-N-(2-methoxycarbonylethyl)amide). RXN SMILES: [C:1]1([N:7]([CH2:22][CH2:23][C:24]([O:26][CH3:27])=[O:25])[C:8]([C:10]2[S:21][C:13]3[N:14]=[C:15]([CH2:18]OC)[N:16]([CH3:17])[C:12]=3[CH:11]=2)=[O:9])[CH:6]=[CH:5][CH:4]=[CH:3][CH:2]=1.B(Br)(Br)Br.C(N(C(C)C)C(C)C)C.[NH2:41][C:42]1[CH:49]=[CH:48][C:45]([C:46]#[N:47])=[CH:44][CH:43]=1>C(Cl)Cl.N.C(Cl)Cl.C(O)C>[C:1]1([N:7]([CH2:22][CH2:23][C:24]([O:26][CH3:27])=[O:25])[C:8]([C:10]2[S:21][C:13]3[N:14]=[C:15]([CH2:18][NH:41][C:42]4[CH:49]=[CH:48][C:45]([C:46]#[N:47])=[CH:44][CH:43]=4)[N:16]([CH3:17])[C:12]=3[CH:11]=2)=[O:9])[CH:2]=[CH:3][CH:4]=[CH:5][CH:6]=1 |f:6.7|. Procedure: To a solution of 0.73 g (1.88 mmol) of 1-methyl-2-methoxymethylthieno[2,3-d]imidazol-5-yl-carboxylic acid-N-phenyl-N-(2-methoxycarbonylethyl)amide in 30 mL of methylene chloride were added dropwise at 5° C. 2.9 mL (2.9 mmol) of a 1-molar solution of boron tribromide in methylene chloride. After 16 hours stirring at ambient temperature, the mixture was washed with 20 mL of saturated sodium hydrogen carbonate solution, the organic phase was separated off, dried with sodium sulfate and filtered. Th...